From a dataset of the Open Reaction Database (ORD), a public repository of structured organic reaction records. describe an organic reaction: reactants, conditions, products, and yield The reactants are NC=1C=C(C=C(C1)C(=O)NCCCCCCCCCC)C(=O)NCCCCCCCCCC (5-amino-N,N'-didecyl-1,3-benzenedicarboxamide), BrCC(=O)OC (methyl bromoacetate), C([O-])([O-])=O.[K+].[K+] (potassium carbonate), [I-].[Na+] (sodium iodide). Solvent: CC(=O)C (acetone), CN(C)C=O (DMF), O (Water). Product: COC(CNC1=CC(=CC(=C1)C(=O)NCCCCCCCCCC)C(=O)NCCCCCCCCCC)=O (N-[3,5-bis[(decylamino)carbonyl]phenyl]glycine methyl ester). Yield: 66.5%. As a reaction SMILES: [NH2:1][C:2]1[CH:3]=[C:4]([C:21]([NH:23][CH2:24][CH2:25][CH2:26][CH2:27][CH2:28][CH2:29][CH2:30][CH2:31][CH2:32][CH3:33])=[O:22])[CH:5]=[C:6]([C:8]([NH:10][CH2:11][CH2:12][CH2:13][CH2:14][CH2:15][CH2:16][CH2:17][CH2:18][CH2:19][CH3:20])=[O:9])[CH:7]=1.Br[CH2:35][C:36]([O:38][CH3:39])=[O:37].C(=O)([O-])[O-].[K+].[K+].[I-].[Na+]>CC(C)=O.CN(C=O)C.O>[CH3:39][O:38][C:36](=[O:37])[CH2:35][NH:1][C:2]1[CH:3]=[C:4]([C:21]([NH:23][CH2:24][CH2:25][CH2:26][CH2:27][CH2:28][CH2:29][CH2:30][CH2:31][CH2:32][CH3:33])=[O:22])[CH:5]=[C:6]([C:8]([NH:10][CH2:11][CH2:12][CH2:13][CH2:14][CH2:15][CH2:16][CH2:17][CH2:18][CH2:19][CH3:20])=[O:9])[CH:7]=1 |f:2.3.4,5.6|. Procedure details: A mixture of 0.202 g (0.455 mmol) of 5-amino-N,N'-didecyl-1,3-benzenedicarboxamide, 0.17 ml (1.8 mmol) of methyl bromoacetate, 0.14 g (1 mmol) of potassium carbonate and 0.15 g (1 mmol) of sodium iodide in 10 ml of acetone and 2 ml of DMF was stirred at reflux for 20 hours. Water was added and the product was extracted with ethyl acetate. The dried extract was concentrated at reduced pressure to an oil which was crystallized from methanol-water to give 0.1608 g (67% yield, mp 108°-109°) of N-[3,... Starting materials: C(=O)(C(=O)OCC)NC1=C(C=C(C=C1)S(=O)(=O)N)[N+](=O)[O-] (4-ethoxalylamino-3-nitrobenzenesulfonamide). Reagents/catalysts: [Pt] (platinum on carbon). The solvent is C(C)O (ethanol). The product is ON1C(C(NC2=CC=C(C=C12)S(N)(=O)=O)=O)=O (1-Hydroxy-7-sulfamoylquinoxaline-2,3(1H,4H)-dione). Yield: 59.1%. RXN SMILES: [C:1]([NH:8][C:9]1[CH:14]=[CH:13][C:12]([S:15]([NH2:18])(=[O:17])=[O:16])=[CH:11][C:10]=1[N+:19]([O-:21])=O)([C:3](OCC)=[O:4])=[O:2]>C(O)C.[Pt]>[OH:21][N:19]1[C:10]2[C:9](=[CH:14][CH:13]=[C:12]([S:15](=[O:17])(=[O:16])[NH2:18])[CH:11]=2)[NH:8][C:1](=[O:2])[C:3]1=[O:4]. Procedure: A suspension of 4-ethoxalylamino-3-nitrobenzenesulfonamide (1.59 g, 5 mmol) in 300 ml of 96% ethanol was hydrogenated at atmospheric pressure and room temperature for 30 min. in the presence of 50 mg of 5% platinum on carbon. The catalyst was filtered off and the filtrate was evaporated to dryness. The residue was washed with ethanol and dissolved in 25 ml of saturated aqueous ammonium hydroxide. An undissolved orange residue was removed by filtration, and most of the ammonia was removed from th... Starting materials: C(C)(=O)OCC=CCN(C1=CC=CC=C1)C1=CC=CC=C1 (1-acetoxy-4-diphenylamino-2-butene), C(C1=CC=CC=C1)NCC1=CC=CC=C1 (dibenzylamine). The product is C1(=CC=CC=C1)N(CC=CCN(CC1=CC=CC=C1)CC1=CC=CC=C1)C1=CC=CC=C1 (N,N-Diphenyl-N',N'-dibenzyl-2-butene-1,4-diamine). RXN SMILES: C(O[CH2:5][CH:6]=[CH:7][CH2:8][N:9]([C:16]1[CH:21]=[CH:20][CH:19]=[CH:18][CH:17]=1)[C:10]1[CH:15]=[CH:14][CH:13]=[CH:12][CH:11]=1)(=O)C.[CH2:22]([NH:29][CH2:30][C:31]1[CH:36]=[CH:35][CH:34]=[CH:33][CH:32]=1)[C:23]1[CH:28]=[CH:27][CH:26]=[CH:25][CH:24]=1>>[C:16]1([N:9]([C:10]2[CH:11]=[CH:12][CH:13]=[CH:14][CH:15]=2)[CH2:8][CH:7]=[CH:6][CH2:5][N:29]([CH2:22][C:23]2[CH:28]=[CH:27][CH:26]=[CH:25][CH:24]=2)[CH2:30][C:31]2[CH:36]=[CH:35][CH:34]=[CH:33][CH:32]=2)[CH:17]=[CH:18][CH:19]=[CH:20][CH:21]=1. Procedure: Following the general procedure of Example 11 by replacing 1-acetoxy-4-dibenzylamino-2-butene with 1-acetoxy-4-diphenylamino-2-butene and replacing dicyclohexylmethylamine with dibenzylamine, the title compound is obtained as a white solid.